Dataset: the Open Reaction Database (ORD), a public repository of structured organic reaction records. Task: describe an organic reaction: reactants, conditions, products, and yield Reactants: C(C1=CC=CC=C1)(=O)CC#N (Benzoyl acetonitrile), O.NN (hydrazine monohydrate). Solvent: C(C)O (ethanol). Yields the product NC1=NNC(=C1)C1=CC=CC=C1 (3-Amino-5-phenylpyrazole). As a reaction SMILES: [C:1]([CH2:9][C:10]#[N:11])(=O)[C:2]1[CH:7]=[CH:6][CH:5]=[CH:4][CH:3]=1.O.[NH2:13][NH2:14]>C(O)C>[NH2:11][C:10]1[CH:9]=[C:1]([C:2]2[CH:7]=[CH:6][CH:5]=[CH:4][CH:3]=2)[NH:14][N:13]=1 |f:1.2|. Procedure details: Benzoyl acetonitrile from part A hereinabove (10.0 g, 68.9 mmole) and hydrazine monohydrate (4.34 mL, 89.6 mmole) were combined in 95% ethanol (90 mL) and refluxed for 1.5 hours. The solvent was evaporated under vacuum and the crystalline subtitled compound, residue was crystallized from chloroform (three crops, 9.49 g, 86%, m.p. 125°-126.5°, lit., m.p. 123°-125°, Taylor, E. C. et al., J. Org. Chem., (1966), 31, page 1818. The reactants are BrC1=CC(=C(C=C1)OC)Cl (4-bromo-2-chloroanisole), COC1=CC(=C(C=C1)B(O)O)C(F)(F)F (4-methoxy-2-trifluoromethylphenylboronic acid). Yields the product ClC=1C=C(C=CC1OC)B(O)O (3-Chloro-4-methoxyphenylboronic Acid). The yield is 62.0%. Reaction SMILES: Br[C:2]1[CH:7]=[CH:6][C:5]([O:8][CH3:9])=[C:4]([Cl:10])[CH:3]=1.COC1C=CC([B:19]([OH:21])[OH:20])=C(C(F)(F)F)C=1>>[Cl:10][C:4]1[CH:3]=[C:2]([B:19]([OH:21])[OH:20])[CH:7]=[CH:6][C:5]=1[O:8][CH3:9]. Procedure details: Starting from 4-bromo-2-chloroanisole (5.0 g, 23 mmol) in place of 4-bromo-3-trifluoromethylanisole, the title compound (2.6 g, 62%) was synthesized in essentially the same manner as described above for 4-methoxy-2-trifluoromethylphenylboronic acid in Step 2, Scheme 1. Starting materials: C1(CCCC1)OC1=NC=C(C=C1)[N+](=O)[O-] (2-cyclopentyloxy-5-nitro-pyridine). The reagents and catalysts are [Pd] (Pd/C). Solvent: CO (MeOH). Conditions: time 8 hour. Product: C1(CCCC1)OC1=CC=C(C=N1)N (6-Cyclopentyloxy-pyridin-3-ylamine). The yield is 93.4%. RXN SMILES: [CH:1]1([O:6][C:7]2[CH:12]=[CH:11][C:10]([N+:13]([O-])=O)=[CH:9][N:8]=2)[CH2:5][CH2:4][CH2:3][CH2:2]1>CO.[Pd]>[CH:1]1([O:6][C:7]2[N:8]=[CH:9][C:10]([NH2:13])=[CH:11][CH:12]=2)[CH2:2][CH2:3][CH2:4][CH2:5]1. Procedure details: To a solution of 2-cyclopentyloxy-5-nitro-pyridine (0.3099 g, 1.49 mmol), in MeOH (2 mL) was added 10% Pd/C (90 mg). The solution was degassed and was kept stirring under hydrogen atmosphere for overnight. It was filtered through a pad of celite and the filtrate was evaporated to afford the desired product as a brown oil (248 mg, 94% yield). 1H-NMR (300 MHz, CDCl3): δ 7.69 (d, 1H), 7.04 (m, 1H), 6.56 (d, 1H), 5.25 (m, 1H), 1.93 (m, 2H), 1.78 (m, 4H), 1.60 (m, 2H). LC/MS (ESI) calcd for C10H14N2O...